This data is from the Open Reaction Database (ORD), a public repository of structured organic reaction records. The task is: describe an organic reaction: reactants, conditions, products, and yield Reactants: COC(=O)C(CC1CCCCO1)c1ccc(S(C)(=O)=O)cc1, CCO, [K+], [OH-], O. Yields the product CS(=O)(=O)c1ccc(C(CC2CCCCO2)C(=O)O)cc1. RXN SMILES: [CH3:1][O:2][C:3]([CH:4]([CH2:5][CH:6]1[O:7][CH2:8][CH2:9][CH2:10][CH2:11]1)[c:12]1[cH:13][cH:14][c:15]([S:18](=[O:19])(=[O:20])[CH3:21])[cH:16][cH:17]1)=[O:22].[CH3:25][CH2:26][OH:27].[K+:24].[OH-:23].[OH2:28]>>[O:2]=[C:3]([CH:4]([CH2:5][CH:6]1[O:7][CH2:8][CH2:9][CH2:10][CH2:11]1)[c:12]1[cH:13][cH:14][c:15]([S:18](=[O:19])(=[O:20])[CH3:21])[cH:16][cH:17]1)[OH:22]. Starting materials: FC=1C=[N+](C=2C=CC(N(C2C1)CC=C)=O)[O-] (7-Fluoro-1-(2-propen-1-yl)-1,5-naphthyridin-2(1H)-one 5-oxide), I(=O)(=O)(=O)[O-].[Na+] (sodium periodate), O (water). The reagents and catalysts are [Os](=O)(=O)(=O)=O (osmium tetroxide). The solvent is O1CCOCC1 (1,4-dioxane). Reaction conditions: time 3 hour. Yields the product FC1=C[N+](=C2C=CC(N(C2=C1)CC=O)=O)[O-] ((7-fluoro-5-oxido-2-oxo-1,5-naphthyridin-1(2H)-yl)acetaldehyde), foam. Reaction SMILES: [F:1][C:2]1[CH:3]=[N+:4]([O-:16])[C:5]2[CH:6]=[CH:7][C:8](=[O:15])[N:9]([CH2:12][CH:13]=C)[C:10]=2[CH:11]=1.O.I([O-])(=O)(=O)=[O:19].[Na+]>O1CCOCC1.[Os](=O)(=O)(=O)=O>[F:1][C:2]1[CH:11]=[C:10]2[C:5]([CH:6]=[CH:7][C:8](=[O:15])[N:9]2[CH2:12][CH:13]=[O:19])=[N+:4]([O-:16])[CH:3]=1 |f:2.3|. Procedure: 7-Fluoro-1-(2-propen-1-yl)-1,5-naphthyridin-2(1H)-one 5-oxide (340 mg, 1.544 mmol) was stirred in 1,4-dioxane (16 mL) and water (8 mL) was added, followed by sodium periodate (990 mg, 2.3 eq.) and osmium tetroxide (1 mL of 4% aqueous solution). The mixture was stirred at room temperature for 3 hours. The solvents were evaporated under reduced pressure (water bath temperature 30° C.) to a volume of ca. 10 mL, and the residue was extracted with 20% methanol in DCM (v:v, 3×50 mL). The combined orga... Reactants: C(C)OC(=O)C1(CCN(CC1)CC1=CC(=CC=C1)OC1=CC=CC=C1)S(=O)(=O)C1=CC=C(C=C1)OCCCC (4-(4butoxy-benzenesulfonyl)-1-(3-phenoxy-benzyl)-piperidine-4-carboxylic ethyl ester), [OH-].[Na+] (NaOH). The solvent is CO (Methanol). The product is C(CCC)OC1=CC=C(C=C1)S(=O)(=O)C1(CCN(CC1)CC1=CC(=CC=C1)OC1=CC=CC=C1)C(=O)O (4-(4-Butoxy-benzenesulfonyl)-1-(3-phenoxy-benzyl)-piperidine-4-carboxylic acid). Reaction SMILES: C([O:3][C:4]([C:6]1([S:26]([C:29]2[CH:34]=[CH:33][C:32]([O:35][CH2:36][CH2:37][CH2:38][CH3:39])=[CH:31][CH:30]=2)(=[O:28])=[O:27])[CH2:11][CH2:10][N:9]([CH2:12][C:13]2[CH:18]=[CH:17][CH:16]=[C:15]([O:19][C:20]3[CH:25]=[CH:24][CH:23]=[CH:22][CH:21]=3)[CH:14]=2)[CH2:8][CH2:7]1)=[O:5])C.[OH-].[Na+]>CO>[CH2:36]([O:35][C:32]1[CH:33]=[CH:34][C:29]([S:26]([C:6]2([C:4]([OH:5])=[O:3])[CH2:7][CH2:8][N:9]([CH2:12][C:13]3[CH:18]=[CH:17][CH:16]=[C:15]([O:19][C:20]4[CH:25]=[CH:24][CH:23]=[CH:22][CH:21]=4)[CH:14]=3)[CH2:10][CH2:11]2)(=[O:28])=[O:27])=[CH:30][CH:31]=1)[CH2:37][CH2:38][CH3:39] |f:1.2|. Procedure details: 4-(4-Butoxy-benzenesulfonyl)-1-(3-phenoxy-benzyl)-piperidine-4-carboxylic acid was prepared starting from 4-(4butoxy-benzenesulfonyl)-1-(3-phenoxy-benzyl)-piperidine-4-carboxylic ethyl ester (10.7 g, 24 mmol) dissolved in TIF:Methanol (75:50 ml) and 10 N NaOH (20 ml). The resulting reaction mixture was worked up as outlined in example 83. Yield 5.0 g (76%); off white solid; MS: 524.3 (M+H)+ Starting materials: CC1=C2CCN(CC2=CC=C1OC)C=O (5-methyl-6-(methyloxy)-3,4-dihydro-2(1H)-isoquinolinecarbaldehyde), B(Br)(Br)Br (boron tribromide), CO (methanol). Run in ClCCl (dichloromethane). Run at time 85 minute. Yields the product CC1=C2CCNCC2=CC=C1O (5-Methyl-1,2,3,4-tetrahydro-6-isoquinolinol). As a reaction SMILES: [CH3:1][C:2]1[C:11]([O:12]C)=[CH:10][CH:9]=[C:8]2[C:3]=1[CH2:4][CH2:5][N:6](C=O)[CH2:7]2.B(Br)(Br)Br.CO>ClCCl>[CH3:1][C:2]1[C:11]([OH:12])=[CH:10][CH:9]=[C:8]2[C:3]=1[CH2:4][CH2:5][NH:6][CH2:7]2. Procedure details: To a solution of 5-methyl-6-(methyloxy)-3,4-dihydro-2(1H)-isoquinolinecarbaldehyde (Preparation 12; 1.49 g; 7.26 mmol) in dichloromethane (25 ml) at 0° C. under nitrogen was slowly added boron tribromide (9.09 g; 36.3 mmol). After 85 min at 0° C., methanol (25 ml) was added slowly, and the resulting mixture was left standing at room temperature for three days. Removal of the solvent and trituration with methanol/dichloromethane gave a white solid residue; the mother liquors were concentrated and... The reactants are [N+](=O)([O-])C1=CC=C(C=O)C=C1 (p-nitrobenzaldehyde), Cl.NO.Cl (hydrochloric acid hydroxylamine hydrochloride). The solvent is CO (methanol), O (water), O (water). Conditions: temperature 30 celsius, time 2 hour. Product: [N+](=O)([O-])C1=CC=C(C=NO)C=C1 (p-nitrobenzaldoxime). Yield: 96.3%. As a reaction SMILES: [N+:1]([C:4]1[CH:11]=[CH:10][C:7]([CH:8]=O)=[CH:6][CH:5]=1)([O-:3])=[O:2].Cl.[NH2:13][OH:14].Cl>CO.O>[N+:1]([C:4]1[CH:11]=[CH:10][C:7]([CH:8]=[N:13][OH:14])=[CH:6][CH:5]=1)([O-:3])=[O:2] |f:1.2.3|. Procedure: 453 g (3 mols) of p-nitrobenzaldehyde was dissolved in 1350 ml of methanol and then, an aqueous solution of 241 g (3.3 mols) of hydrochloric acid hydroxylamine hydrochloride in 300 ml of water was added dropwise over 30 minutes while maintaining the reaction temperature at 30° C. Thereafter, stirring was effected at the same temperature for two hours and the mixture was diluted with 2000 ml of water. White crystals deposited were filtered, washed with water and dried. 480 g of p-nitrobenzaldoxim... Reactants: C(O)([O-])=O.[Na+] (sodium hydrogencarbonate), Cl.ClC=1SC=C(C1NC1=NC=2C(N1)=CSC2)C (2-(2-Chloro-4-methyl-3-thienylamino)-1H-thieno[3,4-d]imidazole hydrochloride). The solvent is O (water). Reaction conditions: time 1 hour. The product is ClC=1SC=C(C1NC1=NC=2C(N1)=CSC2)C (2-(2-chloro-4-methyl-3-thienylamino)-1H-thieno[3,4-d]imidazole). As a reaction SMILES: C(=O)([O-])O.[Na+].Cl.[Cl:7][C:8]1[S:9][CH:10]=[C:11]([CH3:22])[C:12]=1[NH:13][C:14]1[NH:18][C:17]2=[CH:19][S:20][CH:21]=[C:16]2[N:15]=1>O>[Cl:7][C:8]1[S:9][CH:10]=[C:11]([CH3:22])[C:12]=1[NH:13][C:14]1[NH:15][C:16]2=[CH:21][S:20][CH:19]=[C:17]2[N:18]=1 |f:0.1,2.3|. Reported procedure: is obtained by adding saturated sodium hydrogencarbonate solution to a suspension of 306 mg of 2-(2-chloro-4-methyl-3-thienylamino)-1H-thieno[3,4-d]imidazole hydrochloride (example 5) in 40 ml of water, in the course of which a pH of 10 is established. After the suspension had been stirred at room temperature for 1 hour, the solid was filtered off and washed repeatedly with water, and the product was dried in an air stream. Colorless crystalline product, decomposition point from 180° C. Pharmaco... Reactants: C(C)OC1=C(C(=C(C=C1)C=1C=C2COC(C2=CC1)=O)O)OC (5-(4-ethoxy-2-hydroxy-3-methoxyphenyl)isobenzofuran-1(3H)-one), C([O-])([O-])=O.[K+].[K+] (potassium carbonate), BrCC(CO)(C)C (3-bromo-2,2-dimethylpropan-1-ol). The solvent is C(C)#N (acetonitrile). Conditions: temperature 80 celsius. Yields the product C(C)OC1=C(C(=C(C=C1)C=1C=C2COC(C2=CC1)=O)OCC(CO)(C)C)OC (5-(4-Ethoxy-2-(3-hydroxy-2,2-dimethylpropoxy)-3-methoxyphenyl)isobenzofuran-1(3H)-one). The yield is 14.6%. RXN SMILES: [CH2:1]([O:3][C:4]1[CH:9]=[CH:8][C:7]([C:10]2[CH:11]=[C:12]3[C:16](=[CH:17][CH:18]=2)[C:15](=[O:19])[O:14][CH2:13]3)=[C:6]([OH:20])[C:5]=1[O:21][CH3:22])[CH3:2].C(=O)([O-])[O-].[K+].[K+].Br[CH2:30][C:31]([CH3:35])([CH3:34])[CH2:32][OH:33]>C(#N)C>[CH2:1]([O:3][C:4]1[CH:9]=[CH:8][C:7]([C:10]2[CH:11]=[C:12]3[C:16](=[CH:17][CH:18]=2)[C:15](=[O:19])[O:14][CH2:13]3)=[C:6]([O:20][CH2:30][C:31]([CH3:35])([CH3:34])[CH2:32][OH:33])[C:5]=1[O:21][CH3:22])[CH3:2] |f:1.2.3|. Reported procedure: To a stirring solution of 5-(4-ethoxy-2-hydroxy-3-methoxyphenyl)isobenzofuran-1(3H)-one (80 mg, 0.266 mmol) in acetonitrile (7 mL) was added potassium carbonate (110 mg, 0.798 mmol) and 3-bromo-2,2-dimethylpropan-1-ol (134 mg, 0.798 mmol) and the resultant reaction mixture was heated to 80° C. for 16 h. The reaction mixture was cooled to RT, filtered through celite and the filtrate was concentrated under reduced pressure. Purification of the residue by flash column chromatography (silica gel, 0-... The reactants are CC(C(CC(CC1=CC(=CC=C1)C(F)(F)F)=O)=O)C (5-methyl-1-(3-trifluoromethylphenyl)-2,4-hexanedione), COC(N(C)C)OC (N,N-dimethylformamide dimethyl acetal), Cl.CN (methylamine hydrochloride). Run in CO (methanol). Product: C(C(C)C)(=O)C1=CN(C=C(C1=O)C1=CC(=CC=C1)C(F)(F)F)C (3-Isobutyryl-1-methyl-5-(3-trifluoromethylphenyl)-4(1H)-pyridinone). RXN SMILES: [CH3:1][CH:2]([CH3:19])[C:3](=[O:18])[CH2:4][C:5](=[O:17])[CH2:6][C:7]1[CH:12]=[CH:11][CH:10]=[C:9]([C:13]([F:16])([F:15])[F:14])[CH:8]=1.CO[CH:22](OC)[N:23]([CH3:25])[CH3:24].Cl.CN>CO>[C:3]([C:4]1[C:5](=[O:17])[C:6]([C:7]2[CH:12]=[CH:11][CH:10]=[C:9]([C:13]([F:14])([F:15])[F:16])[CH:8]=2)=[CH:24][N:23]([CH3:25])[CH:22]=1)(=[O:18])[CH:2]([CH3:19])[CH3:1] |f:2.3|. Reported procedure: A 0.6 g. portion of impure 5-methyl-1-(3-trifluoromethylphenyl)-2,4-hexanedione was reacted overnight at reflux temperature with N,N-dimethylformamide dimethyl acetal as described in the examples above to obtain 0.8 g. of a dark oil. The oil was dissolved in methanol and reacted with 2 g. of methylamine hydrochloride under reflux for 4 hours. The reaction mixture was evaporated under vacuum to obtain a yellow solid, which was purified as described in Example 10 to obtain 0.09 g. of the desired p... The reactants are [OH-].[Na+] (sodium hydroxide), CC1=NC=CC=C1OC1=NC=C(C=C1)[N+](=O)[O-] (2-(2-Methylpyridin-3-yloxy)-5-nitropyridine), [Sn](Cl)Cl (tin (II) chloride). Solvent: C(C)O (ethanol), Cl (hydrochloric acid). Conditions: temperature 50 celsius. Product: NC=1C=CC(=NC1)OC=1C(=NC=CC1)C (5-Amino-2-(2-methylpyridin-3-yloxy)pyridine). The yield is 85.6%. Reaction SMILES: [CH3:1][C:2]1[C:7]([O:8][C:9]2[CH:14]=[CH:13][C:12]([N+:15]([O-])=O)=[CH:11][N:10]=2)=[CH:6][CH:5]=[CH:4][N:3]=1.[Sn](Cl)Cl.[OH-].[Na+]>C(O)C.Cl>[NH2:15][C:12]1[CH:13]=[CH:14][C:9]([O:8][C:7]2[C:2]([CH3:1])=[N:3][CH:4]=[CH:5][CH:6]=2)=[N:10][CH:11]=1 |f:2.3|. Procedure: 2-(2-Methylpyridin-3-yloxy)-5-nitropyridine (D8, 81.1 g, 0.35 mole) in ethanol (2L) was treated with tin (II) chloride (232 g, 1.23 mole) in conc. hydrochloric acid (500 ml) and heated to 50° C. for 1 hour. After cooling to ambient temperature, the mixture was basified with 40% aqueous sodium hydroxide solution, extracted into ethyl acetate, dried (Na2SO4) and evaporated in vacuo to afford the title compound (60.3 g, 86%) as a brown solid. Starting materials: COC(C1=CN=C(C(=C1)Br)Cl)=O (5-bromo-6-chloro-nicotinic acid methyl ester), N[C@H]1[C@@H](CCCC1)O ((1R,2R)-2-amino-cyclohexanol), O1COC(C1)CO ([1,3]dioxolan-4-yl-methanol), ClC1=CC=C(C=C1)B(O)O (4-chlorophenylboronic acid). Yields the product ClC1=CC=C(C=C1)C=1C(=NC=C(C(=O)N[C@H]2[C@@H](CCCC2)O)C1)OCC1OCOC1 (5-(4-Chloro-phenyl)-6-([1,3]dioxolan-4-ylmethoxy)-N-((1R,2R)-2-hydroxy-cyclohexyl)-nicotinamide). Reaction SMILES: CO[C:3](=[O:12])[C:4]1[CH:9]=[C:8](Br)[C:7](Cl)=[N:6][CH:5]=1.[O:13]1[CH2:17][CH:16]([CH2:18][OH:19])[O:15][CH2:14]1.[Cl:20][C:21]1[CH:26]=[CH:25][C:24](B(O)O)=[CH:23][CH:22]=1.[NH2:30][C@@H:31]1[CH2:36][CH2:35][CH2:34][CH2:33][C@H:32]1[OH:37]>>[Cl:20][C:21]1[CH:26]=[CH:25][C:24]([C:8]2[C:7]([O:19][CH2:18][CH:16]3[CH2:17][O:13][CH2:14][O:15]3)=[N:6][CH:5]=[C:4]([CH:9]=2)[C:3]([NH:30][C@@H:31]2[CH2:36][CH2:35][CH2:34][CH2:33][C@H:32]2[OH:37])=[O:12])=[CH:23][CH:22]=1. Procedure details: The title compound was synthesized in analogy to the procedure described for the preparation of Example 23, using 5-bromo-6-chloro-nicotinic acid methyl ester, [1,3]dioxolan-4-yl-methanol (commercially available), 4-chlorophenylboronic acid (commercially available) and (1R,2R)-2-amino-cyclohexanol (commercially available) as starting materials. MS (m/e): 433.2 (MH+).